Dataset: the Open Reaction Database (ORD), a public repository of structured organic reaction records. Task: describe an organic reaction: reactants, conditions, products, and yield Starting materials: CCCN(CCC)CCCc1nc2ccc(C#N)cc2n1CCC, CCO, [Na+], [OH-]. The product is CCCN(CCC)CCCc1nc2ccc(CN)cc2n1CCC. RXN SMILES: [CH2:1]([CH2:2][CH3:3])[N:4]([CH2:5][CH2:6][CH2:7][c:8]1[n:9]([CH2:19][CH2:20][CH3:21])[c:10]2[c:11]([n:12]1)[cH:13][cH:14][c:15]([C:17]#[N:18])[cH:16]2)[CH2:22][CH2:23][CH3:24].[CH3:27][CH2:28][OH:29].[Na+:26].[OH-:25]>>[CH2:1]([CH2:2][CH3:3])[N:4]([CH2:5][CH2:6][CH2:7][c:8]1[n:9]([CH2:19][CH2:20][CH3:21])[c:10]2[c:11]([n:12]1)[cH:13][cH:14][c:15]([CH2:17][NH2:18])[cH:16]2)[CH2:22][CH2:23][CH3:24]. The reactants are CI, CC(C)(C)[Si](C)(C)Oc1ccc(CC(=O)O)cc1, CC(C)[N-]C(C)C, [Li+], C1CCOC1. Product: CC(C(=O)O)c1ccc(O[Si](C)(C)C(C)(C)C)cc1. As a reaction SMILES: [CH3:27][I:28].[CH3:9][Si:10]([O:11][c:12]1[cH:13][cH:14][c:15]([CH2:18][C:19](=[O:20])[OH:21])[cH:16][cH:17]1)([C:22]([CH3:23])([CH3:24])[CH3:25])[CH3:26].[CH:1]([N-:2][CH:3]([CH3:4])[CH3:5])([CH3:6])[CH3:7].[Li+:8].[O:29]1[CH2:30][CH2:31][CH2:32][CH2:33]1>>[CH3:1][CH:18]([c:15]1[cH:14][cH:13][c:12]([O:11][Si:10]([CH3:9])([C:22]([CH3:23])([CH3:24])[CH3:25])[CH3:26])[cH:17][cH:16]1)[C:19](=[O:20])[OH:21]. Reactants: C(C)(=O)O[C@H]1[C@H](SC[C@H]([C@@H]1OC(C)=O)OC(C)=O)Br (2,3,4-tri-O-acetyl-5-thio-α-D-xylopyranosyl bromide), OC=1C=NC=CC1 (3-hydroxy-pyridine), 13X. Yield: 37.0%. Product: C(C)(=O)O[C@H]1[C@H](OC=2C=NC=CC2)SC[C@H]([C@@H]1OC(C)=O)OC(C)=O (3-Pyridinyl 2,3,4-Tri-O-Acetyl-5-Thio-β-D-Xylopyranoside), crystals. Reaction conditions: temperature 60 celsius, time 15 minute. The reagents and catalysts are [N-]1C=NC=C1.[Ag+] (silver imidazolate), [Cl-].[Zn+2].[Cl-] (zinc chloride). Reaction SMILES: [OH:1][C:2]1[CH:3]=[N:4][CH:5]=[CH:6][CH:7]=1.[C:8]([O:11][C@@H:12]1[C@@H:17]([O:18][C:19](=[O:21])[CH3:20])[C@H:16]([O:22][C:23](=[O:25])[CH3:24])[CH2:15][S:14][C@@H:13]1Br)(=[O:10])[CH3:9]>C1(C)C=CC=CC=1.C(#N)C.[Cl-].[Zn+2].[Cl-].[N-]1C=CN=C1.[Ag+]>[C:8]([O:11][C@@H:12]1[C@@H:17]([O:18][C:19](=[O:21])[CH3:20])[C@H:16]([O:22][C:23](=[O:25])[CH3:24])[CH2:15][S:14][C@H:13]1[O:1][C:2]1[CH:3]=[N:4][CH:5]=[CH:6][CH:7]=1)(=[O:10])[CH3:9] |f:4.5.6,7.8|. Procedure details: 2.15 g (15.8 mmol) of anhydrous zinc chloride, 1 g (10.5 mmol) of 3-hydroxy-pyridine and 3 g of 13X molecular sieve are mixed in 10 ml of toluene and 10 ml of acetonitrile. The mixture is stirred for 15 min and then heated to 60° C. and placed in the dark. 2.2 g (12.6 mmol) of silver imidazolate and 4.5 g (12.6 mmol) of 2,3,4-tri-O-acetyl-5-thio-α-D-xylopyranosyl bromide are added. The mixture is stirred for 18 hours at 60° C. and then filtered. 50 ml of ethyl acetate are added to the filtrate a... The solvent is C1(=CC=CC=C1)C (toluene), C(C)#N (acetonitrile). Reactants: COc1ccccc1N1CCNCC1, Nc1cc(Cl)ccc1[N+](=O)[O-], Cl, [K+], [K+], O=C([O-])[O-], CN(C)C=O, O. The product is COc1ccccc1N1CCN(c2ccc([N+](=O)[O-])c(N)c2)CC1. RXN SMILES: [CH3:13][O:14][c:15]1[c:16]([N:21]2[CH2:22][CH2:23][NH:24][CH2:25][CH2:26]2)[cH:17][cH:18][cH:19][cH:20]1.[Cl:1][c:2]1[cH:3][cH:4][c:5]([N+:9](=[O:10])[O-:11])[c:6]([NH2:8])[cH:7]1.[ClH:12].[K+:27].[K+:28].[O-:29][C:30]([O-:31])=[O:32].[O:34]=[CH:35][N:36]([CH3:37])[CH3:38].[OH2:33]>>[c:2]1([N:24]2[CH2:23][CH2:22][N:21]([c:16]3[c:15]([O:14][CH3:13])[cH:20][cH:19][cH:18][cH:17]3)[CH2:26][CH2:25]2)[cH:3][cH:4][c:5]([N+:9](=[O:10])[O-:11])[c:6]([NH2:8])[cH:7]1. Starting materials: C(C)[SiH](CC)CC (triethylsilane), C(O)([O-])=O.[Na+] (sodium hydrogencarbonate), COC1=C(CN2C3=NC(=NC=C3N(C2=O)CC2OCC2)C2=NN(C3=NC=CC=C32)CC3=C(C=CC=C3)F)C=CC(=C1)OC (9-(2,4-Dimethoxybenzyl)-2-[1-(2-fluorobenzyl)-1H-pyrazolo[3,4-b]pyridin-3-yl]-7-(oxetan-2-ylmethyl)-7,9-dihydro-8H-purin-8-one), O (water). The solvent is FC(C(=O)O)(F)F (trifluoroacetic acid), C(C)(=O)OCC (ethyl acetate). Product: FC1=C(CN2N=C(C=3C2=NC=CC3)C3=NC=C2N(C(NC2=N3)=O)CC3OCC3)C=CC=C1 (2-[1-(2-Fluorobenzyl)-1H-pyrazolo[3,4-b]pyridin-3-yl]-7-(oxetan-2-ylmethyl)-7,9-dihydro-8H-purin-8-one). The yield is 48.9%. RXN SMILES: COC1C=C(OC)C=CC=1C[N:6]1[C:14](=[O:15])[N:13]([CH2:16][CH:17]2[CH2:20][CH2:19][O:18]2)[C:12]2[C:7]1=[N:8][C:9]([C:21]1[C:29]3[C:24](=[N:25][CH:26]=[CH:27][CH:28]=3)[N:23]([CH2:30][C:31]3[CH:36]=[CH:35][CH:34]=[CH:33][C:32]=3[F:37])[N:22]=1)=[N:10][CH:11]=2.C([SiH](CC)CC)C.O.C(=O)([O-])O.[Na+]>FC(F)(F)C(O)=O.C(OCC)(=O)C>[F:37][C:32]1[CH:33]=[CH:34][CH:35]=[CH:36][C:31]=1[CH2:30][N:23]1[C:24]2=[N:25][CH:26]=[CH:27][CH:28]=[C:29]2[C:21]([C:9]2[N:8]=[C:7]3[C:12]([N:13]([CH2:16][CH:17]4[CH2:20][CH2:19][O:18]4)[C:14](=[O:15])[NH:6]3)=[CH:11][N:10]=2)=[N:22]1 |f:3.4|. Procedure details: 476 mg (0.82 mmol) of the compound from example 86A were dissolved in 15 ml of trifluoroacetic acid, 953 mg (8.20 mmol) of triethylsilane were added and the mixture was heated to reflux for 18 h. The reaction mixture was admixed with water and ethyl acetate, and neutralized with saturated aqueous sodium hydrogencarbonate solution. The organic phase was dried over sodium sulfate and concentrated on a rotary evaporator. The residue was dried under high vacuum, and purified by means of preparative ... Starting materials: CON(C(=O)C=1N=CN(C1)C1=CC(=CC=C1)C=1C(=NC=CC1)F)C (1-[3-(2-Fluoro-pyridin-3-yl)-phenyl]-1H-imidazole-4-carboxylic acid methoxy-methyl-amide), CN1C=NC=C1 (1-methylimidazole). Product: FC1=NC=CC=C1C=1C=C(C=CC1)N1C=NC(=C1)C(=O)C=1N(C=CN1)C ({1-[3-(2-Fluoro-pyridin-3-yl)-phenyl]-1H-imidazol-4-yl}-(1-methyl-1H-imidazol-2-yl)-methanone). Reaction SMILES: CON(C)[C:4]([C:6]1[N:7]=[CH:8][N:9]([C:11]2[CH:16]=[CH:15][CH:14]=[C:13]([C:17]3[C:18]([F:23])=[N:19][CH:20]=[CH:21][CH:22]=3)[CH:12]=2)[CH:10]=1)=[O:5].[CH3:25][N:26]1[CH:30]=[CH:29][N:28]=[CH:27]1>>[F:23][C:18]1[C:17]([C:13]2[CH:12]=[C:11]([N:9]3[CH:10]=[C:6]([C:4]([C:27]4[N:26]([CH3:25])[CH:30]=[CH:29][N:28]=4)=[O:5])[N:7]=[CH:8]3)[CH:16]=[CH:15][CH:14]=2)=[CH:22][CH:21]=[CH:20][N:19]=1. Procedure: This compound is prepared by method C using compound 12i and 1-methylimidazole Starting materials: Fc1cc(Br)cc(Br)c1, CC(C)(C)[O-], CN1CCNCC1, Cc1ccccc1, [K+]. The product is CN1CCN(c2cc(F)cc(Br)c2)CC1. Reaction SMILES: [Br:1][c:2]1[cH:3][c:4]([Br:9])[cH:5][c:6]([F:8])[cH:7]1.[CH3:10][C:11]([CH3:12])([O-:13])[CH3:14].[CH3:16][N:17]1[CH2:18][CH2:19][NH:20][CH2:21][CH2:22]1.[CH3:23][c:24]1[cH:25][cH:26][cH:27][cH:28][cH:29]1.[K+:15]>>[c:2]1([N:20]2[CH2:19][CH2:18][N:17]([CH3:16])[CH2:22][CH2:21]2)[cH:3][c:4]([Br:9])[cH:5][c:6]([F:8])[cH:7]1. Starting materials: S1C(=CC=C1)C1=NN=C2N1N=C(C=C2)SCC(=O)OCC (ethyl 2-((3-(thiophen-2-yl)-[1,2,4]triazolo[4,3-b]pyridazin-6-yl)thio)acetate), [OH-].[Na+] (NaOH). The solvent is C1CCOC1 (THF), CO (MeOH). Conditions: time 3 hour. Product: S1C(=CC=C1)C1=NN=C2N1N=C(C=C2)SCC(=O)O (2-((3-(thiophen-2-yl)-[1,2,4]triazolo[4,3-b]pyridazin-6-yl)thio)acetic acid). RXN SMILES: [S:1]1[CH:5]=[CH:4][CH:3]=[C:2]1[C:6]1[N:10]2[N:11]=[C:12]([S:15][CH2:16][C:17]([O:19]CC)=[O:18])[CH:13]=[CH:14][C:9]2=[N:8][N:7]=1.[OH-].[Na+]>C1COCC1.CO>[S:1]1[CH:5]=[CH:4][CH:3]=[C:2]1[C:6]1[N:10]2[N:11]=[C:12]([S:15][CH2:16][C:17]([OH:19])=[O:18])[CH:13]=[CH:14][C:9]2=[N:8][N:7]=1 |f:1.2|. Procedure: To ethyl 2-((3-(thiophen-2-yl)-[1,2,4]triazolo[4,3-b]pyridazin-6-yl)thio)acetate (50 mg, 0.156 mmol) dissolved in a 2/1 mixture of THF and MeOH was added 100 uL of 2N NaOH, and the whole was stirred at room temperature for 3 h. The reaction mixture was then evaporated to dryness, the residue dissolved in water (5 mL), and the solution acidified with 6M HCl. The resulting precipitate was filtered, washed twice with cold water, and dried to give acid 2-((3-(thiophen-2-yl)-[1,2,4]triazolo[4,3-b]pyr...